From a dataset of the Open Reaction Database (ORD), a public repository of structured organic reaction records. describe an organic reaction: reactants, conditions, products, and yield Reactants: [H-].[Al+3].[Li+].[H-].[H-].[H-] (Lithium aluminum hydride), C(C)(C)[C@]1(CC([C@]2(C)[C@@H]1[C@@H]1CCC=3C=C(C=CC3[C@H]1CC2)OC)=O)C (15α-Isopropyl-3-methoxy-15β-methylestra-1,3,5(10)-trien-17-one), C(O)([O-])=O.[Na+] (sodium hydrogen carbonate). Solvent: O1CCCC1 (tetrahydrofuran). Product: C(C)(C)[C@]1(C[C@@H]([C@]2(C)[C@@H]1[C@@H]1CCC=3C=C(C=CC3[C@H]1CC2)OC)O)C (15α-Isopropyl-3-methoxy15β-methylestra-1,3,5(10)-trien-17β-ol). The yield is 92.2%. RXN SMILES: [H-].[Al+3].[Li+].[H-].[H-].[H-].[CH:7]([C@:10]1([CH3:31])[C@H:15]2[C@H:16]3[C@H:25]([CH2:26][CH2:27][C@:13]2([CH3:14])[C:12](=[O:30])[CH2:11]1)[C:24]1[CH:23]=[CH:22][C:21]([O:28][CH3:29])=[CH:20][C:19]=1[CH2:18][CH2:17]3)([CH3:9])[CH3:8].C(=O)([O-])O.[Na+]>O1CCCC1>[CH:7]([C@:10]1([CH3:31])[C@H:15]2[C@H:16]3[C@H:25]([CH2:26][CH2:27][C@:13]2([CH3:14])[C@@H:12]([OH:30])[CH2:11]1)[C:24]1[CH:23]=[CH:22][C:21]([O:28][CH3:29])=[CH:20][C:19]=1[CH2:18][CH2:17]3)([CH3:9])[CH3:8] |f:0.1.2.3.4.5,7.8|. Reported procedure: Lithium aluminum hydride (35 mg; 0.92 mmol) was added to a solution of the 15α-isopropyl-15β-methyl ketone (11) (63 mg; 0.19 mmol) in dry tetrahydrofuran (4 ml) at 0° C. After 10 min. at this temperature, saturated aqueous sodium hydrogen carbonate was added. The mixture was filtered, and the clear solution was given the standard work-up (ethyl acetate) to give 15α-isopropyl-3-methoxy-15β-methylestra-1,3,5(10)-trien-17β-ol (15) (60 mg; 95%), [α]D +54° (c 1.3); νmax 3604 cm-1 (OH); νH (200MHz), 0... Reactants: O=C(N1c2ccccc2C=C(Br)c2ccccc21)C(F)(F)F, CO, [Na+], [OH-], O. The product is BrC1=Cc2ccccc2Nc2ccccc21. As a reaction SMILES: [Br:1][C:2]1=[CH:3][c:4]2[c:5]([cH:19][cH:20][cH:21][cH:22]2)[N:6]([C:13](=[O:14])[C:15]([F:16])([F:17])[F:18])[c:7]2[c:8]1[cH:9][cH:10][cH:11][cH:12]2.[CH3:23][OH:24].[Na+:26].[OH-:25].[OH2:27]>>[Br:1][C:2]1=[CH:3][c:4]2[c:5]([cH:19][cH:20][cH:21][cH:22]2)[NH:6][c:7]2[c:8]1[cH:9][cH:10][cH:11][cH:12]2. The reactants are [N+](=O)([O-])C1=C(C=CC=C1)B(O)O (2-nitrophenylboronic acid). Reagents/catalysts: [Pd] (Pd/C). The solvent is CCO (EtOH). The product is NC1=C(C=CC=C1)B(O)O (2-aminophenylboronic acid). Isolated yield 54.8%. As a reaction SMILES: [N+:1]([C:4]1[CH:9]=[CH:8][CH:7]=[CH:6][C:5]=1[B:10]([OH:12])[OH:11])([O-])=O>CCO.[Pd]>[NH2:1][C:4]1[CH:9]=[CH:8][CH:7]=[CH:6][C:5]=1[B:10]([OH:12])[OH:11]. Procedure details: A mixture of 2-nitrophenylboronic acid (2 g; 12 mmol) and 5% Pd/C (100 mg) in EtOH (100 ml) was hydrogenated at 1 bar until TLC indicated complete conversion of starting material. The reaction mixture was filtered through celite and the filtrate evaporated to dryness. The remanense was washed with hexane and filtered to give 900 mg of (55%) 2-aminophenylboronic acid.